Dataset: the Open Reaction Database (ORD), a public repository of structured organic reaction records. Task: describe an organic reaction: reactants, conditions, products, and yield Reactants: C[C@H]1[C@@H]2O[C@@H]2CC1=O ((1S,2S,5R)-2-methyl-6-oxabicyclo[3.1.0]hexan-3-one), C([O-])(O)=O.[Na+] (sodium bicarbonate), ClC1=CC(=CC=C1)C(=O)OO (m-chloroperbenzoic acid). Run in C(Cl)Cl (methylene chloride). Conditions: time 72 hour. Product: C[C@H]1[C@@H]2O[C@@H]2CC(O1)=O ((1S,2S,6R)-2-methyl-3,7-dioxabicyclo[4.1.0]heptan-4-one). Reaction SMILES: [CH3:1][C@@H:2]1[C:7](=[O:8])[CH2:6][C@@H:5]2[C@H:3]1[O:4]2.C(=O)(O)[O-:10].[Na+].ClC1C=CC=C(C(OO)=O)C=1>C(Cl)Cl>[CH3:1][C@@H:2]1[O:10][C:7](=[O:8])[CH2:6][C@@H:5]2[C@H:3]1[O:4]2 |f:1.2|. Procedure details: To a solution of 5.6 g (50 mmol) of (1S,2S,5R)-2-methyl-6-oxabicyclo[3.1.0]hexan-3-one (4) in 400 ml of anhydrous methylene chloride was added 15 g of sodium bicarbonate and 12.9 g (64 mmol) of 85% m-chloroperbenzoic acid. The suspension was stirred at room temperature for 72 hr and filtered through Celite Filter-Aid. The filtrate was evaporated to dryness under reduced pressure, the residue was triturated with 40 ml of methylene chloride and insolubles were removed by filtration. The filtrate w... Reactants: CC(=O)O[BH-](OC(C)=O)OC(C)=O, CC(=O)O, CC(N)c1cccc(Cl)c1, O=CC1CC(=O)N(c2ccc(F)cc2)C1, [Na+]. Product: CC(NCC1CC(=O)N(c2ccc(F)cc2)C1)c1cccc(Cl)c1. Reaction SMILES: [C:1]([O:2][BH-:3]([O:4][C:5](=[O:6])[CH3:7])[O:8][C:9](=[O:10])[CH3:11])(=[O:12])[CH3:13].[C:40]([OH:41])(=[O:42])[CH3:43].[Cl:15][c:16]1[cH:17][c:18]([CH:22]([CH3:23])[NH2:24])[cH:19][cH:20][cH:21]1.[F:25][c:26]1[cH:27][cH:28][c:29]([N:32]2[CH2:33][CH:34]([CH:38]=[O:39])[CH2:35][C:36]2=[O:37])[cH:30][cH:31]1.[Na+:14]>>[Cl:15][c:16]1[cH:17][c:18]([CH:22]([CH3:23])[NH:24][CH2:38][CH:34]2[CH2:33][N:32]([c:29]3[cH:28][cH:27][c:26]([F:25])[cH:31][cH:30]3)[C:36](=[O:37])[CH2:35]2)[cH:19][cH:20][cH:21]1. Procedure details: The title compound was prepared according to Method C. To a degassed suspension of (4-chloro-pyrimidin-2-yl)-(2,2,6,6-tetramethyl-piperidin-4-yl)-amine (1.07 g, 3.97 mmol) in 10 ml of 1-propanol were added bis(triphenylphosphine)palladium dichloride (112 mg, 0.16 mmol), 4-(methylthio)phenylboronic acid (1.00 g, 5.95 mmol) and 8 ml of 2N-solution of sodium carbonate. The mixture was stirred at 85° C. for 2 hours. The reaction mixture was diluted with EtOAc, filtered through Celite and washed with... The product is CSC1=CC=C(C=C1)C1=NC(=NC=C1)NC1CC(NC(C1)(C)C)(C)C ([4-(4-Methylsulfanyl-phenyl)-pyrimidin-2-yl]-(2,2,6,6-tetramethyl-piperidin-4-yl)-amine). Reaction conditions: temperature 85 celsius, time 2 hour. The solvent is CCOC(=O)C (EtOAc), C(CC)O (1-propanol). Reaction SMILES: Cl[C:2]1[CH:7]=[CH:6][N:5]=[C:4]([NH:8][CH:9]2[CH2:14][C:13]([CH3:16])([CH3:15])[NH:12][C:11]([CH3:18])([CH3:17])[CH2:10]2)[N:3]=1.[CH3:19][S:20][C:21]1[CH:26]=[CH:25][C:24](B(O)O)=[CH:23][CH:22]=1.C(=O)([O-])[O-].[Na+].[Na+]>C(O)CC.CCOC(C)=O.Cl[Pd](Cl)([P](C1C=CC=CC=1)(C1C=CC=CC=1)C1C=CC=CC=1)[P](C1C=CC=CC=1)(C1C=CC=CC=1)C1C=CC=CC=1>[CH3:19][S:20][C:21]1[CH:26]=[CH:25][C:24]([C:2]2[CH:7]=[CH:6][N:5]=[C:4]([NH:8][CH:9]3[CH2:14][C:13]([CH3:16])([CH3:15])[NH:12][C:11]([CH3:18])([CH3:17])[CH2:10]3)[N:3]=2)=[CH:23][CH:22]=1 |f:2.3.4,^1:48,67|. The reactants are ClC1=NC(=NC=C1)NC1CC(NC(C1)(C)C)(C)C ((4-chloro-pyrimidin-2-yl)-(2,2,6,6-tetramethyl-piperidin-4-yl)-amine), CSC1=CC=C(C=C1)B(O)O (4-(methylthio)phenylboronic acid), C([O-])([O-])=O.[Na+].[Na+] (sodium carbonate). The reagents and catalysts are Cl[Pd]([P](C1=CC=CC=C1)(C2=CC=CC=C2)C3=CC=CC=C3)([P](C4=CC=CC=C4)(C5=CC=CC=C5)C6=CC=CC=C6)Cl (bis(triphenylphosphine)palladium dichloride). Starting materials: [I-].C(=O)(OC(C)(C)C)N1CCN(CCC1)C=1C=C(C2=NC3=C(C=C(C=C3[S+]=C2C1)N1CCCC1)C)CC (3-(4-Boc-1,4-diazepan-1-yl)-1-ethyl-9-methyl-7-(pyrrolidin-1-yl)-phenothiazin-5-ium iodide). Run in ClCCl (dichloromethane), FC(C(=O)O)(F)F (trifluoroacetic acid). Product: [I-].N1(CCNCCC1)C=1C=C(C2=NC3=C(C=C(C=C3[S+]=C2C1)N1CCCC1)C)CC (3-(1,4-Diazepan-1-yl)-1-ethyl-9-methyl-7-(pyrrolidin-1-yl)-phenothiazin-5-ium iodide). As a reaction SMILES: [I-:1].C([N:9]1[CH2:15][CH2:14][CH2:13][N:12]([C:16]2[CH:17]=[C:18]([CH2:36][CH3:37])[C:19]3[C:28]([CH:29]=2)=[S+:27][C:26]2[C:21](=[C:22]([CH3:35])[CH:23]=[C:24]([N:30]4[CH2:34][CH2:33][CH2:32][CH2:31]4)[CH:25]=2)[N:20]=3)[CH2:11][CH2:10]1)(OC(C)(C)C)=O>ClCCl.FC(F)(F)C(O)=O>[I-:1].[N:12]1([C:16]2[CH:17]=[C:18]([CH2:36][CH3:37])[C:19]3[C:28]([CH:29]=2)=[S+:27][C:26]2[C:21](=[C:22]([CH3:35])[CH:23]=[C:24]([N:30]4[CH2:34][CH2:33][CH2:32][CH2:31]4)[CH:25]=2)[N:20]=3)[CH2:13][CH2:14][CH2:15][NH:9][CH2:10][CH2:11]1 |f:0.1,4.5|. Procedure: A solution of 3-(4-Boc-1,4-diazepan-1-yl)-1-ethyl-9-methyl-7-(pyrrolidin-1-yl)-phenothiazin-5-ium iodide (65 mg, 0.01 mmol) in dichloromethane (10 mL) and trifluoroacetic acid (1.0 mL) was stirred for 3 h at 50° C. The resulting mixture was washed by toluene (2×5 mL), pentane (2×5 mL) and concentrated to dryness. Starting materials: NCC=1NC(C2=C(N1)N=CC(=C2)F)=O (2-aminomethyl-6-fluoro-3H-pyrido[2,3-d]pyrimidin-4-one), CCN(C(C)C)C(C)C (DIPEA), C1(=CC=CC=C1)CCC(=O)Cl (3-phenyl-propionyl chloride). Solvent: C1CCOC1 (THF), CCOC(=O)C (EtOAc). The product is FC1=CC2=C(N=C(NC2=O)CNC(CCC2=CC=CC=C2)=O)N=C1 (N-(6-fluoro-4-oxo-3,4-dihydro-pyrido[2,3-d]pyrimidin-2-ylmethyl)-3-phenyl-propionamide). Yield: 1.9%. RXN SMILES: [NH2:1][CH2:2][C:3]1[NH:4][C:5](=[O:14])[C:6]2[CH:12]=[C:11]([F:13])[CH:10]=[N:9][C:7]=2[N:8]=1.CCN(C(C)C)C(C)C.[C:24]1([CH2:30][CH2:31][C:32](Cl)=[O:33])[CH:29]=[CH:28][CH:27]=[CH:26][CH:25]=1>C1COCC1.CCOC(C)=O>[F:13][C:11]1[CH:10]=[N:9][C:7]2[N:8]=[C:3]([CH2:2][NH:1][C:32](=[O:33])[CH2:31][CH2:30][C:24]3[CH:29]=[CH:28][CH:27]=[CH:26][CH:25]=3)[NH:4][C:5](=[O:14])[C:6]=2[CH:12]=1. Procedure: A solution of 2-aminomethyl-6-fluoro-3H-pyrido[2,3-d]pyrimidin-4-one (130 mg, 0.67 mmol) in THF (5 ml) was treated with DIPEA (173 mg, 1.34 mmol) and 3-phenyl-propionyl chloride (136 mg, 0.80 mmol) at 0° C. for 18 hours. The reaction mixture was diluted with EtOAc, washed with water and brine. The organic layers were dried over MgSO4, filtrated, evaporated and chromatographed (silica gel, EtOAc/heptane, 1/1) to yield N-(6-fluoro-4-oxo-3,4-dihydro-pyrido[2,3-d]pyrimidin-2-ylmethyl)-3-phenyl-propi...